describe an organic reaction: reactants, conditions, products, and yield From a dataset of the Open Reaction Database (ORD), a public repository of structured organic reaction records. Starting materials: C(CCCCCCCCCCCCCCC)(=O)[C@@]1(C[C@H](O)[C@@H](CO)O1)N1C=NC=2C(=O)NC(N)=NC12 (palmitoyl-2′-deoxyguanosine), SC=1N([C@H]2[C@H](O)[C@H](O)[C@@H](CO)O2)C=2N=C(NC(C2N1)=O)N (8-mercaptoguanosine), O.[C@@H]1(C[C@H](O)[C@@H](CO)O1)N1C=NC=2C(=O)NC(N)=NC12 (2′-deoxyguanosine monohydrate). Yields the product C(CCCCCCCCCCCCCCC)(=O)[C@@]1(C[C@H](O)[C@@H](CO)O1)N1C(=NC=2C(=O)NC(N)=NC12)S (Palmitoyl-8-Mercapto-2′-Deoxyguanosine). Reaction SMILES: [C:1]([C@@:18]1([N:26]2[C:36]3[N:35]=[C:33]([NH2:34])[NH:32][C:30](=[O:31])[C:29]=3[N:28]=[CH:27]2)[O:25][C@H:22]([CH2:23][OH:24])[C@@H:20]([OH:21])[CH2:19]1)(=[O:17])[CH2:2][CH2:3][CH2:4][CH2:5][CH2:6][CH2:7][CH2:8][CH2:9][CH2:10][CH2:11][CH2:12][CH2:13][CH2:14][CH2:15][CH3:16].[SH:37]C1N(C2N=C(N)NC(=O)C=2N=1)[C@@H]1O[C@H](CO)[C@@H](O)[C@H]1O.O.[C@@H]1(N2C3N=C(N)NC(=O)C=3N=C2)O[C@H](CO)[C@@H](O)C1>>[C:1]([C@@:18]1([N:26]2[C:36]3[N:35]=[C:33]([NH2:34])[NH:32][C:30](=[O:31])[C:29]=3[N:28]=[C:27]2[SH:37])[O:25][C@H:22]([CH2:23][OH:24])[C@@H:20]([OH:21])[CH2:19]1)(=[O:17])[CH2:2][CH2:3][CH2:4][CH2:5][CH2:6][CH2:7][CH2:8][CH2:9][CH2:10][CH2:11][CH2:12][CH2:13][CH2:14][CH2:15][CH3:16] |f:2.3|. Procedure details: This compound was prepared using the procedure for palmitoyl-2′-deoxyguanosine, substituting the appropriate amount of 8-mercaptoguanosine for 2′-deoxyguanosine monohydrate. The reactants are C1COCCN1, CS(=O)(=O)c1ccc(C(CC2CCCC2)C(=O)Nc2ncc(SCC(=O)O)s2)cc1. The product is CS(=O)(=O)c1ccc(C(CC2CCCC2)C(=O)Nc2ncc(SCC(=O)N3CCOCC3)s2)cc1. As a reaction SMILES: [CH2:31]1[CH2:32][O:33][CH2:34][CH2:35][NH:36]1.[CH:1]1([CH2:6][CH:7]([C:8](=[O:9])[NH:10][c:11]2[s:12][c:13]([S:16][CH2:17][C:18](=[O:19])[OH:20])[cH:14][n:15]2)[c:21]2[cH:22][cH:23][c:24]([S:27](=[O:28])(=[O:29])[CH3:30])[cH:25][cH:26]2)[CH2:2][CH2:3][CH2:4][CH2:5]1>>[CH:1]1([CH2:6][CH:7]([C:8](=[O:9])[NH:10][c:11]2[s:12][c:13]([S:16][CH2:17][C:18](=[O:20])[N:36]3[CH2:31][CH2:32][O:33][CH2:34][CH2:35]3)[cH:14][n:15]2)[c:21]2[cH:22][cH:23][c:24]([S:27](=[O:28])(=[O:29])[CH3:30])[cH:25][cH:26]2)[CH2:2][CH2:3][CH2:4][CH2:5]1. Starting materials: 9.07, O (water), ClC1=C(C(=CC=C1)F)C1=NOC(=C1)C(C)O (1-[3-(2-chloro-6-fluorophenyl)-5-isoxazolyl]-ethanol). Solvent: C(C)(=O)O (acetic acid), C(C)(=O)O (acetic acid). Conditions: temperature 5 celsius. The product is ClC1=C(C(=CC=C1)F)C1=NOC(=C1)C(C)=O (3-(2-chloro-6-fluorophenyl)-5-acetylisoxazole). As a reaction SMILES: [Cl:1][C:2]1[CH:7]=[CH:6][CH:5]=[C:4]([F:8])[C:3]=1[C:9]1[CH:13]=[C:12]([CH:14]([OH:16])[CH3:15])[O:11][N:10]=1.O>C(O)(=O)C>[Cl:1][C:2]1[CH:7]=[CH:6][CH:5]=[C:4]([F:8])[C:3]=1[C:9]1[CH:13]=[C:12]([C:14](=[O:16])[CH3:15])[O:11][N:10]=1. Procedure details: To a solution of 30 g (124 mmol) of 1-[3-(2-chloro-6-fluorophenyl)-5-isoxazolyl]-ethanol in 187 ml of acetic acid maintained under stirring at 5° C. were added dropwise 9.07 (90.7 mmol) of CrO3 in 9.34 of water and 132 ml of acetic acid. Starting materials: [OH-].[K+] (KOH), C(C=C)OC1=CC=C2C(C(=C(OC2=C1C(C)=O)C1=CC=CC=C1)C)=O (7-allyloxy-8acetyl -3-methylflavone), COC=1C=C(C=O)C=CC1 (3-methoxy-benzaldehyde). The solvent is C(C)O (ethanol), O (water). Product: CC1=C(OC2=C(C(=CC=C2C1=O)OCC=C)C(C=CC1=CC(=CC=C1)OC)=O)C1=CC=CC=C1 (1-[3-Methyl-7-(Allyloxy)Flavon-8-yl)-3-(3-Methoxyphenyl)-Propen -1-one). Isolated yield 70.7%. Reaction SMILES: [OH-].[K+].[CH2:3]([O:6][C:7]1[C:16]([C:17](=[O:19])[CH3:18])=[C:15]2[C:10]([C:11](=[O:27])[C:12]([CH3:26])=[C:13]([C:20]3[CH:25]=[CH:24][CH:23]=[CH:22][CH:21]=3)[O:14]2)=[CH:9][CH:8]=1)[CH:4]=[CH2:5].[CH3:28][O:29][C:30]1[CH:31]=[C:32]([CH:35]=[CH:36][CH:37]=1)[CH:33]=O>C(O)C.O>[CH3:26][C:12]1[C:11](=[O:27])[C:10]2[C:15](=[C:16]([C:17](=[O:19])[CH:18]=[CH:33][C:32]3[CH:35]=[CH:36][CH:37]=[C:30]([O:29][CH3:28])[CH:31]=3)[C:7]([O:6][CH2:3][CH:4]=[CH2:5])=[CH:8][CH:9]=2)[O:14][C:13]=1[C:20]1[CH:21]=[CH:22][CH:23]=[CH:24][CH:25]=1 |f:0.1|. Procedure: A solution of KOH 50% (3 ml) is added to an equimolar solution of 7-allyloxy-8acetyl -3-methylflavone (2.5 g, 0.0075 mol) and 3-methoxy-benzaldehyde (1.01 g, 0.0075 mol) in ethanol 95%; the addition is performed under energetic stirring at room temperature. The reaction is left under stirring for one night and then diluted with water and acidified; the precipitate is separated by filtration and dried under vacuum. The compound is crystallized by methanol to give 2.4 g of product m.p. 90-92° C., ...